Dataset: the Open Reaction Database (ORD), a public repository of structured organic reaction records. Task: describe an organic reaction: reactants, conditions, products, and yield Reactants: CC1NC(CNC1)C (2,6-dimethylpiperazine), ClS(=O)(=O)C1=C2C(=CN=CC2=CC=C1)C (5-chlorosulfonyl-4-methylisoquinoline). Yields the product Cl.Cl.CC1CN(CC(N1)C)S(=O)(=O)C1=C2C(=CN=CC2=CC=C1)C (3,5-Dimethyl-1-[(4-methyl-5-isoquinolinyl)sulfonyl]piperazine dihydrochloride). Isolated yield 120.6%. Reaction SMILES: [CH3:1][CH:2]1[CH2:7][NH:6][CH2:5][CH:4]([CH3:8])[NH:3]1.[Cl:9][S:10]([C:13]1[CH:22]=[CH:21][CH:20]=[C:19]2[C:14]=1[C:15]([CH3:23])=[CH:16][N:17]=[CH:18]2)(=[O:12])=[O:11]>>[ClH:9].[ClH:9].[CH3:8][CH:4]1[NH:3][CH:2]([CH3:1])[CH2:7][N:6]([S:10]([C:13]2[CH:22]=[CH:21][CH:20]=[C:19]3[C:14]=2[C:15]([CH3:23])=[CH:16][N:17]=[CH:18]3)(=[O:11])=[O:12])[CH2:5]1 |f:2.3.4|. Procedure: Using 0.23 g of 2,6-dimethylpiperazine and 0.48 g of 5-chlorosulfonyl-4-methylisoquinoline, the procedure of Example 1 was otherwise repeated to provide 0.47 g of the objective compound (white crystals). Reactants: [BH4-], CO, [Na+], C1CCOC1, O, CCOC(=O)CCc1ccc(OCc2nc(-c3ccco3)oc2C)c(OC)c1. The product is COc1cc(CCCO)ccc1OCc1nc(-c2ccco2)oc1C. As a reaction SMILES: [BH4-:29].[CH3:36][OH:37].[Na+:30].[O:31]1[CH2:32][CH2:33][CH2:34][CH2:35]1.[OH2:38].[o:1]1[c:2](-[c:6]2[o:7][c:8]([CH3:28])[c:9]([CH2:11][O:12][c:13]3[c:14]([O:26][CH3:27])[cH:15][c:16]([CH2:19][CH2:20][C:21](=[O:22])[O:23][CH2:24][CH3:25])[cH:17][cH:18]3)[n:10]2)[cH:3][cH:4][cH:5]1>>[o:1]1[c:2](-[c:6]2[o:7][c:8]([CH3:28])[c:9]([CH2:11][O:12][c:13]3[c:14]([O:26][CH3:27])[cH:15][c:16]([CH2:19][CH2:20][CH2:21][OH:22])[cH:17][cH:18]3)[n:10]2)[cH:3][cH:4][cH:5]1. Reactants: CC1=NNC(=C1C(C)N)C (1-(3,5-dimethyl-1H-pyrazole-4-yl)ethanamine), CN1N=C(C=2C1=NC(=CC2C(F)(F)F)OCC(=O)O)C2=CC=CC=C2 ((1-Methyl-3-phenyl-4-trifluoromethyl-1H-pyrazolo[3,4-b]pyridin-6-yloxy)-acetic acid), CC(N=C=NC(C)C)C (DIC), C=1C=CC2=C(C1)N=NN2O (HOBt). Run in CN(C)C=O (DMF). Conditions: time 8 hour. The product is CC1=NNC(=C1[C@H](C)NC(COC1=CC(=C2C(=N1)N(N=C2C2=CC=CC=C2)C)C(F)(F)F)=O)C ((S)—N-(1-(3,5-dimethyl-1H-pyrazol-4-yl)ethyl)-2-(1-methyl-3-phenyl-4-(trifluoromethyl)-1H-pyrazolo[3,4-b]pyridin-6-yloxy)acetamide). Isolated yield 9.1%. Reaction SMILES: [CH3:1][N:2]1[C:6]2=[N:7][C:8]([O:15][CH2:16][C:17](O)=[O:18])=[CH:9][C:10]([C:11]([F:14])([F:13])[F:12])=[C:5]2[C:4]([C:20]2[CH:25]=[CH:24][CH:23]=[CH:22][CH:21]=2)=[N:3]1.CC(C)N=C=NC(C)C.C1C=CC2N(O)N=NC=2C=1.[CH3:45][C:46]1[C:50]([CH:51]([NH2:53])[CH3:52])=[C:49]([CH3:54])[NH:48][N:47]=1>CN(C=O)C>[CH3:45][C:46]1[C:50]([C@@H:51]([NH:53][C:17](=[O:18])[CH2:16][O:15][C:8]2[N:7]=[C:6]3[N:2]([CH3:1])[N:3]=[C:4]([C:20]4[CH:25]=[CH:24][CH:23]=[CH:22][CH:21]=4)[C:5]3=[C:10]([C:11]([F:14])([F:13])[F:12])[CH:9]=2)[CH3:52])=[C:49]([CH3:54])[NH:48][N:47]=1. Reported procedure: A solution of (1-Methyl-3-phenyl-4-trifluoromethyl-1H-pyrazolo[3,4-b]pyridin-6-yloxy)-acetic acid (1.35 g, 3.843 mmol), DIC (727 mg, 5.769 mmol) and HOBt (674 mg, 4.996 mmol) in DMF (15 ml) was stirred at rt for 15 min. 1-(3,5-dimethyl-1H-pyrazole-4-yl)ethanamine (642 mg, 4.612 mmol) was added to the solution at rt and stirring was continued overnight at rt. After completion of the reaction, ice-cold water was added to the reaction mixture and the mixture was stirred for 10 min. The precipitate ... Reactants: BrC=1C=CC(=C(C(=O)C2=CC=C(C=C2)C)C1)OC (5-bromo-2-methoxy-4'-methylbenzophenone), BrC=1C=CC(=C(C(=O)C2=CC=C(C=C2)C)C1)OC (5-bromo-2-methoxy-4'-methylbenzophenone), BrC1=CC=C(C=C1)OC (4-bromoanisole). Yields the product BrC=1C=CC(=C(C(=O)C2=CC(=CC=C2)C)C1)OC (5-Bromo-2-methoxy-3'-methylbenzophenone). Reaction SMILES: [Br:1][C:2]1[CH:3]=[CH:4][C:5]([O:17][CH3:18])=[C:6]([CH:16]=1)[C:7]([C:9]1[CH:14]=[CH:13][C:12](C)=[CH:11][CH:10]=1)=[O:8].Br[C:20]1C=CC(OC)=CC=1>>[Br:1][C:2]1[CH:3]=[CH:4][C:5]([O:17][CH3:18])=[C:6]([CH:16]=1)[C:7]([C:9]1[CH:10]=[CH:11][CH:12]=[C:13]([CH3:20])[CH:14]=1)=[O:8]. Procedure details: Employing the same general procedure as for the preparation 5-bromo-2-methoxy-4'-methylbenzophenone (Compound H), 1.0 mL (1.5 g, 8.0 mmol) of 4-bromoanisole was converted into the title compound using 0.5 g (4.0 mmol) of aluminum chloride, 1.3 mL (1.5 g, 9.6 mmol) of m-toluoyl chloride and 20 mL of dichloromethane. Purification by flash chromatography (silica, 10% ethyl acetate in hexane) gave the title compound as a white solid. Reactants: ClC=1C(=CC=2N(N1)C=CN2)C2=CC=CC=C2 (6-Chloro-7-phenyl-imidazo[1,2-b]pyridazine), C(C)(C)(C)OC(NC1(CCC1)C1=CC=C(C=C1)B1OC(C(O1)(C)C)(C)C)=O ({1-[4-(4,4,5,5-tetramethyl-[1,3,2]dioxaborolan-2-yl)-phenyl]-cyclobutyl}-carbamic acid tert.-butyl ester), C([O-])([O-])=O.[Na+].[Na+] (sodium carbonate). Reagents/catalysts: C1=CC=C(C=C1)P(C2=CC=CC=C2)[C]3[CH][CH][CH][CH]3.C1=CC=C(C=C1)P(C2=CC=CC=C2)[C]3[CH][CH][CH][CH]3.Cl[Pd]Cl.[Fe] (1,1 bis(diphenylphosphino)ferrocenedichloropalladium(II)). Run in COCCOC (DME). Conditions: temperature 90 celsius, time 18 hour. Yields the product C(C)(C)(C)OC(NC1(CCC1)C1=CC=C(C=C1)C=1C(=CC=2N(N1)C=CN2)C2=CC=CC=C2)=O ({1-[4-(7-Phenyl-imidazo[1,2-b]pyridazin-6-yl)-phenyl]-cyclobutyl}-carbamic acid tert.-butyl ester). The yield is 56.2%. RXN SMILES: Cl[C:2]1[C:3]([C:11]2[CH:16]=[CH:15][CH:14]=[CH:13][CH:12]=2)=[CH:4][C:5]2[N:6]([CH:8]=[CH:9][N:10]=2)[N:7]=1.[C:17]([O:21][C:22](=[O:43])[NH:23][C:24]1([C:28]2[CH:33]=[CH:32][C:31](B3OC(C)(C)C(C)(C)O3)=[CH:30][CH:29]=2)[CH2:27][CH2:26][CH2:25]1)([CH3:20])([CH3:19])[CH3:18].C(=O)([O-])[O-].[Na+].[Na+]>COCCOC.C1C=CC(P([C]2[CH][CH][CH][CH]2)C2C=CC=CC=2)=CC=1.C1C=CC(P([C]2[CH][CH][CH][CH]2)C2C=CC=CC=2)=CC=1.Cl[Pd]Cl.[Fe]>[C:17]([O:21][C:22](=[O:43])[NH:23][C:24]1([C:28]2[CH:29]=[CH:30][C:31]([C:2]3[C:3]([C:11]4[CH:16]=[CH:15][CH:14]=[CH:13][CH:12]=4)=[CH:4][C:5]4[N:6]([CH:8]=[CH:9][N:10]=4)[N:7]=3)=[CH:32][CH:33]=2)[CH2:25][CH2:26][CH2:27]1)([CH3:20])([CH3:18])[CH3:19] |f:2.3.4,6.7.8.9,^1:60,61,62,63,64,78,79,80,81,82|. Procedure details: 100 mg (0.44 mmol) 6-Chloro-7-phenyl-imidazo[1,2-b]pyridazine (intermediate example Int-1-0) in 1.5 mL DME, 178.8 mg (0.48 mmol) {1-[4-(4,4,5,5-tetramethyl-[1,3,2]dioxaborolan-2-yl)-phenyl]-cyclobutyl}-carbamic acid tert.-butyl ester, 0.85 mL aqueous sodium carbonate (10%) and 16 mg (0.02 mmol) 1,1 bis(diphenylphosphino)ferrocenedichloropalladium(II) were put in a microwave vial (no complete dissolution). The reaction mixture was degassed with argon, the vial closed with a cap and put in a heati...